describe an organic reaction: reactants, conditions, products, and yield From a dataset of the Open Reaction Database (ORD), a public repository of structured organic reaction records. Reactants: C1(OCCO1)=O (ethylene carbonate), xylenes, OC1=CC=C(C(=O)C2=CC=CC=C2)C=C1 (4-hydroxybenzophenone), [I-].[Na+] (Sodium iodide), [OH-].[Na+] (sodium hydroxide). Run in O (water), C1(=CC=CC=C1)C (toluene), CO (methanol). Reaction conditions: temperature 88 celsius. Yields the product OCCOC1=CC=C(C(=O)C2=CC=CC=C2)C=C1 (4-(2-Hydroxyethoxy)benzophenone). RXN SMILES: [C:1]1(=O)[O:5][CH2:4][CH2:3][O:2]1.O[C:8]1[CH:21]=[CH:20][C:11]([C:12]([C:14]2[CH:19]=[CH:18]C=[CH:16][CH:15]=2)=[O:13])=[CH:10][CH:9]=1.[I-].[Na+].[OH-].[Na+]>O.C1(C)C=CC=CC=1.CO>[OH:2][CH2:3][CH2:4][O:5][C:1]1[CH:18]=[CH:19][C:14]([C:12]([C:11]2[CH:20]=[CH:21][CH:8]=[CH:9][CH:10]=2)=[O:13])=[CH:15][CH:16]=1 |f:2.3,4.5|. Procedure: A mixture of ethylene carbonate (14.26 g), xylenes (1.19 g) and 4-hydroxybenzophenone (30.41 g) was heated to 88° C. Sodium iodide (1615 mg) was added. Heating was continued until the temperature of the mixture reached 169° C. The melt was cooled to 110° C. and methanol (12.76 g), sodium hydroxide (50% aqueous solution; 4.01 g), toluene (42.51 g) and water (28.88 g) were added. The lower layer was separated (‘cut’) and discarded. Toluene (18.1 g) was added and the solvents were evaporated by hea...